This data is from the Open Reaction Database (ORD), a public repository of structured organic reaction records. The task is: describe an organic reaction: reactants, conditions, products, and yield Starting materials: CC#N, NC(=O)Nc1ccc2[nH]cc(CCCCCl)c2c1, c1ccc(N2CCNCC2)cc1. Yields the product NC(=O)Nc1ccc2[nH]cc(CCCCN3CCN(c4ccccc4)CC3)c2c1, Cl. Reaction SMILES: [CH3:31][C:32]#[N:33].[Cl:1][CH2:2][CH2:3][CH2:4][CH2:5][c:6]1[cH:7][nH:8][c:9]2[cH:10][cH:11][c:12]([NH:15][C:16](=[O:17])[NH2:18])[cH:13][c:14]12.[c:19]1([N:25]2[CH2:26][CH2:27][NH:28][CH2:29][CH2:30]2)[cH:20][cH:21][cH:22][cH:23][cH:24]1>>[CH2:2]([CH2:3][CH2:4][CH2:5][c:6]1[cH:7][nH:8][c:9]2[cH:10][cH:11][c:12]([NH:15][C:16](=[O:17])[NH2:18])[cH:13][c:14]12)[N:28]1[CH2:27][CH2:26][N:25]([c:19]2[cH:20][cH:21][cH:22][cH:23][cH:24]2)[CH2:30][CH2:29]1.[ClH:1]. The reactants are [Li]CCCC (n-BuLi), BrC1=CSC=C1 (3-bromothiophene), BrCCCCBr (1,4-dibromobutane). Solvent: C1CCOC1 (THF), hexanes. Run at temperature -45 celsius, time 10 minute. The product is BrCCCCC1=CSC=C1 (3-(4-bromobutyl)thiophene). Yield: 50.9%. RXN SMILES: Br[C:2]1[CH:6]=[CH:5][S:4][CH:3]=1.[Li]CCCC.[Br:12][CH2:13][CH2:14][CH2:15][CH2:16]Br>C1COCC1>[Br:12][CH2:13][CH2:14][CH2:15][CH2:16][C:2]1[CH:6]=[CH:5][S:4][CH:3]=1. Reported procedure: 3-bromothiophene (9 ml, 96 mmol) was dissolved in 120 ml dry hexanes. The solution was cooled down to −45° C., and 60 ml n-BuLi (60 ml 1.6M, 96 mmol) were added dropwise. The solution was stirred at −45° C. for 10 min, after which 6 ml dry THF were added and the lithium salt precipitated. After stirring at −45° C. for 1 h, the solution was warmed up to −10° C., and an excess of 1,4-dibromobutane (44 ml, 368 mmol) was added. After stirring at room temperature for 2 h, the solution was extracted w... The reactants are [Cl-].ClC1[NH+](CCN1C)C (2-chloro-1,3-dimethylimidazolinium chloride), C(C)(C)N1CCNCC1 (N-isopropylpiperazine), ClC1=NC=C(N1C)C(=O)O (2-chloro-3-methyl-3H-imidazole-4-carboxylic acid). The solvent is CCN(C(C)C)C(C)C (DIEA), C1(=CC=CC=C1)C (toluene), CCOC(=O)C (EtOAc). Reaction conditions: time 2 hour. Yields the product ClC1=NC=C(N1C)C(=O)N1CCN(CC1)C(C)C ((2-chloro-3-methyl-3H-imidazol-4-yl)-(4-isopropyl-piperazin-1-yl)-methanone). RXN SMILES: [Cl:1][C:2]1[N:6]([CH3:7])[C:5]([C:8]([OH:10])=O)=[CH:4][N:3]=1.[CH:11]([N:14]1[CH2:19][CH2:18][NH:17][CH2:16][CH2:15]1)([CH3:13])[CH3:12].[Cl-].ClC1N(C)CC[NH+]1C>C1(C)C=CC=CC=1.CCN(C(C)C)C(C)C.CCOC(C)=O>[Cl:1][C:2]1[N:6]([CH3:7])[C:5]([C:8]([N:17]2[CH2:18][CH2:19][N:14]([CH:11]([CH3:13])[CH3:12])[CH2:15][CH2:16]2)=[O:10])=[CH:4][N:3]=1 |f:2.3|. Reported procedure: Under nitrogen, 2-chloro-3-methyl-3H-imidazole-4-carboxylic acid (0.161 g, 1.0 mmol) is dissolved in toluene (5 mL, anhydrous) and DIEA (0.26 mL). N-isopropylpiperazine (0.2 M in toluene; 5.5 mL; 1.1 mmol) is added followed by the slow addition of 2-chloro-1,3-dimethylimidazolinium chloride (0.3 M in acetonitrile; 4.0 mL; 1.2 mmol). The reaction mixture is stirred at rt for 2 hr and is then diluted with EtOAc and washed with NaOH (1 N). The aqueous layer is drained and reextracted with EtOAc and... Reactants: CS(=O)(=O)OCCCOC1=C(C=C(C=C1C)C1=NOC(=N1)C1=CC(=NC(=C1)OC)C1CCCC1)CC (3-(4-(5-(2-cyclopentyl-6-methoxypyridin-4-yl)-1,2,4-oxadiazol-3-yl)-2-ethyl-6-methylphenoxy)propyl methanesulfonate), Cl.C(C)OC(CN)=O (glycine ethyl ester hydrochloride). The product is C1(CCCC1)C1=NC(=CC(=C1)C1=NC(=NO1)C1=CC(=C(OCCCNCC(=O)O)C(=C1)C)CC)OC (2-((3-(4-(5-(2-Cyclopentyl-6-methoxypyridin-4-yl)-1,2,4-oxadiazol-3-yl)-2-ethyl-6-methylphenoxy)propyl)amino)acetic acid). Yield: 41.0%. Reaction SMILES: CS(O[CH2:6][CH2:7][CH2:8][O:9][C:10]1[C:15]([CH3:16])=[CH:14][C:13]([C:17]2[N:21]=[C:20]([C:22]3[CH:27]=[C:26]([O:28][CH3:29])[N:25]=[C:24]([CH:30]4[CH2:34][CH2:33][CH2:32][CH2:31]4)[CH:23]=3)[O:19][N:18]=2)=[CH:12][C:11]=1[CH2:35][CH3:36])(=O)=O.Cl.C([O:40][C:41](=[O:44])[CH2:42][NH2:43])C>>[CH:30]1([C:24]2[CH:23]=[C:22]([C:20]3[O:19][N:18]=[C:17]([C:13]4[CH:14]=[C:15]([CH3:16])[C:10]([O:9][CH2:8][CH2:7][CH2:6][NH:43][CH2:42][C:41]([OH:40])=[O:44])=[C:11]([CH2:35][CH3:36])[CH:12]=4)[N:21]=3)[CH:27]=[C:26]([O:28][CH3:29])[N:25]=2)[CH2:31][CH2:32][CH2:33][CH2:34]1 |f:1.2|. Procedure details: The title compound (59 mg) is prepared as a pale yellow solid in analogy to the procedures given in Example 1 starting from 3-(4-(5-(2-cyclopentyl-6-methoxypyridin-4-yl)-1,2,4-oxadiazol-3-yl)-2-ethyl-6-methylphenoxy)propyl methanesulfonate (150 mg, 0.291 mmol) and glycine ethyl ester hydrochloride (203 mg, 1.46 mmol); LC-MS: tR=0.96 min, [M+H]+=495.25; 1H NMR (CD3OD): δ 7.88 (s, 1H), 7.86 (s, 1H), 7.53 (s, 1H), 7.28 (s, 1H), 3.98-4.03 (m, 2H), 4.00 (s, 3H), 3.84 (s, 2H), 3.38-3.44 (m, 2H), 3.24-... Starting materials: [O-]C#N.[Na+] (sodium cyanate), NCC=1N2C(SC1)=CN=C2 (3-aminomethylimidazo[5,1-b]thiazole), ice, Cl (hydrochloric acid). Run in O (water). Reaction conditions: temperature 80 celsius, time 5 minute. Product: N(C(=O)N)CC=1N2C(SC1)=CN=C2 (3-ureidomethylimidazo[5,1-b]thiazole). The yield is 14.8%. Reaction SMILES: Cl.[NH2:2][CH2:3][C:4]1[N:5]2[CH:11]=[N:10][CH:9]=[C:6]2[S:7][CH:8]=1.[O-:12][C:13]#[N:14].[Na+]>O>[NH:2]([CH2:3][C:4]1[N:5]2[CH:11]=[N:10][CH:9]=[C:6]2[S:7][CH:8]=1)[C:13]([NH2:14])=[O:12] |f:2.3|. Procedure: A 1 ml portion of ice-cooled water and 0.5 ml of 5N hydrochloric acid were added to a mixture of 200 mg of 3-aminomethylimidazo[5,1-b]thiazole and 0.5 g of ice, and the mixture was then stirred at 80° C. for 5 minutes. To this solution, 254 mg of sodium cyanate was added, followed by stirring at the same temperature for 1 hour. After cooled to room temperature, the reaction solution was washed once with diethyl ether. Further, potassium carbonate was added to the separated aqueous layer to alkal... Reactants: N1(CCOCC1)C(=O)C1=NN(C=C1N)C1=CC=CC=C1 (3-(morpholin-4-ylcarbonyl)-1-phenyl-1H-pyrazol-4-amine), N1=CC=CC=C1 (pyridine), BrC1=C(C=CC=C1)S(=O)(=O)Cl (2-bromobenzene-1-sulfonyl chloride), [NH4+].[Cl-] (NH4Cl). Run in C(Cl)Cl (DCM), C(Cl)Cl (DCM). Reaction conditions: time 48 hour. Yields the product BrC1=C(C=CC=C1)S(=O)(=O)NC=1C(=NN(C1)C1=CC=CC=C1)C(=O)N1CCOCC1 (2-Bromo-N-[3-(morpholin-4-ylcarbonyl)-1-phenyl-1H-pyrazol-4-yl]benzenesulfonamide). The yield is 94.3%. As a reaction SMILES: [N:1]1([C:7]([C:9]2[C:13]([NH2:14])=[CH:12][N:11]([C:15]3[CH:20]=[CH:19][CH:18]=[CH:17][CH:16]=3)[N:10]=2)=[O:8])[CH2:6][CH2:5][O:4][CH2:3][CH2:2]1.N1C=CC=CC=1.[Br:27][C:28]1[CH:33]=[CH:32][CH:31]=[CH:30][C:29]=1[S:34](Cl)(=[O:36])=[O:35].[NH4+].[Cl-]>C(Cl)Cl>[Br:27][C:28]1[CH:33]=[CH:32][CH:31]=[CH:30][C:29]=1[S:34]([NH:14][C:13]1[C:9]([C:7]([N:1]2[CH2:6][CH2:5][O:4][CH2:3][CH2:2]2)=[O:8])=[N:10][N:11]([C:15]2[CH:16]=[CH:17][CH:18]=[CH:19][CH:20]=2)[CH:12]=1)(=[O:36])=[O:35] |f:3.4|. Reported procedure: To a solution of 3-(morpholin-4-ylcarbonyl)-1-phenyl-1H-pyrazol-4-amine (260 mg; 0.95 mmol; 1 eq.) in DCM (10 mL) is added pyridine (151 μL; 1.91 mmol; 2.00 eq.) and 2-bromobenzene-1-sulfonyl chloride (317 mg; 1.24 mmol; 1.30 eq.). The reaction is stirred for 48 h at room temperature. After this time, DCM is added to the reaction mixture which is ished with NH4Cl sat, dried over MgSO4 and purified by flash chromatography (AcOEt/heptane 4:1) to give 440 mg (94%) of the title compound as a white s... Starting materials: BrCc1ccccc1, O=C([O-])[O-], CN(C)C=O, [K+], [K+], Cc1ccc(-c2c(C#N)c(CC(C)C)nc3ccc(O)cc23)cc1. Yields the product Cc1ccc(-c2c(C#N)c(CC(C)C)nc3ccc(OCc4ccccc4)cc23)cc1. RXN SMILES: [Br:25][CH2:26][c:27]1[cH:28][cH:29][cH:30][cH:31][cH:32]1.[C:33](=[O:34])([O-:35])[O-:36].[CH3:39][N:40]([CH3:41])[CH:42]=[O:43].[K+:37].[K+:38].[OH:1][c:2]1[cH:3][c:4]2[c:5](-[c:18]3[cH:19][cH:20][c:21]([CH3:24])[cH:22][cH:23]3)[c:6]([C:16]#[N:17])[c:7]([CH2:12][CH:13]([CH3:14])[CH3:15])[n:8][c:9]2[cH:10][cH:11]1>>[O:1]([c:2]1[cH:3][c:4]2[c:5](-[c:18]3[cH:19][cH:20][c:21]([CH3:24])[cH:22][cH:23]3)[c:6]([C:16]#[N:17])[c:7]([CH2:12][CH:13]([CH3:14])[CH3:15])[n:8][c:9]2[cH:10][cH:11]1)[CH2:26][c:27]1[cH:28][cH:29][cH:30][cH:31][cH:32]1.